Dataset: the Open Reaction Database (ORD), a public repository of structured organic reaction records. Task: describe an organic reaction: reactants, conditions, products, and yield Starting materials: C1(=CC=CC=C1)C(NCCSC(=O)OC1=CC=C(C=C1)[N+](=O)[O-])(C1=CC=CC=C1)C1=CC=CC=C1 (N-triphenylmethyl-2-paranitrophenoxycarbonylthioethylamine), N1CCCCC1 (piperidine). The product is N1(CCCCC1)C(=O)SCCN (2-piperidinocarbonylthioethylamine). Reaction SMILES: C1(C(C2C=CC=CC=2)(C2C=CC=CC=2)[NH:8][CH2:9][CH2:10][S:11][C:12](OC2C=CC([N+]([O-])=O)=CC=2)=[O:13])C=CC=CC=1.[NH:36]1[CH2:41][CH2:40][CH2:39][CH2:38][CH2:37]1>>[N:36]1([C:12]([S:11][CH2:10][CH2:9][NH2:8])=[O:13])[CH2:41][CH2:40][CH2:39][CH2:38][CH2:37]1. Procedure: N-triphenylmethyl-2-paranitrophenoxycarbonylthioethylamine (300 mg) and piperidine (184 μl) were subjected to similar reations to those described in References 2 and 4 to give 2-piperidinocarbonylthioethylamine (crude formate: 137 mg). The product was dissolved in anhydrous methanol (3 ml). To the solution were added triethylamine (432 μl) and mitomycin A (151 mg: 0.7 molar equivalent). The solution was treated in a similar manner to that described in Example 1 to obtain Compound 42 (0.21 mg) in... Reactants: C(C)(C)N=C=NC(C)C (diisopropylcarbodiimide), ClC1=CC=C(C=C1)C(N1CC(C1)N)C1=CC=C(C=C1)Cl (1-[bis(4-chlorophenyl)methyl]azetidin-3-ylamine), C1(=CC=CC=C1)S(=O)(=O)CC(=O)O (benzenesulfonylacetic acid), OC1=CC=CC=2NN=NC21 (hydroxybenzotriazole). Solvent: CO (methanol), ClCCl (dichloromethane), CN(C=O)C (dimethylformamide), ClCCl (dichloromethane). Run at time 17 hour. The product is C1(=CC=CC=C1)S(=O)(=O)CC(=O)NC1CN(C1)C(C1=CC=C(C=C1)Cl)C1=CC=C(C=C1)Cl (2-Benzenesulfonyl-N-{1-[bis(4-chlorophenyl)methyl]azetidin-3-yl}acetamide). Reaction SMILES: C(N=C=NC(C)C)(C)C.[Cl:10][C:11]1[CH:16]=[CH:15][C:14]([CH:17]([C:23]2[CH:28]=[CH:27][C:26]([Cl:29])=[CH:25][CH:24]=2)[N:18]2[CH2:21][CH:20]([NH2:22])[CH2:19]2)=[CH:13][CH:12]=1.[C:30]1([S:36]([CH2:39][C:40](O)=[O:41])(=[O:38])=[O:37])[CH:35]=[CH:34][CH:33]=[CH:32][CH:31]=1.OC1C2N=NNC=2C=CC=1>ClCCl.CN(C)C=O.CO>[C:30]1([S:36]([CH2:39][C:40]([NH:22][CH:20]2[CH2:19][N:18]([CH:17]([C:23]3[CH:28]=[CH:27][C:26]([Cl:29])=[CH:25][CH:24]=3)[C:14]3[CH:15]=[CH:16][C:11]([Cl:10])=[CH:12][CH:13]=3)[CH2:21]2)=[O:41])(=[O:37])=[O:38])[CH:31]=[CH:32][CH:33]=[CH:34][CH:35]=1. Reported procedure: 0.031 cm3 of diisopropylcarbodiimide, a solution of 30 mg of 1-[bis(4-chlorophenyl)methyl]azetidin-3-ylamine in 0.5 cm3 of anhydrous dichloromethane, and 3 cm3 of anhydrous dichloromethane are added to a solution of 80.1 mg of benzenesulfonylacetic acid, 27 mg of hydroxybenzotriazole in solution in 0.5 cm3 of dimethylformamide under an inert argon atmosphere, at a temperature in the region of 23° C. After 17 hours at a temperature in the region of 23° C., the reaction mixture is loaded onto a 3-... Reactants: COC(C(C1=CC=C(C=C1)S(=O)(=O)C1CCOCC1)OC1=C(C=C(C=C1)F)F)=O ((2,4-difluoro-phenoxy)-[4-(tetrahydro-pyran-4-sulfonyl)-phenyl]-acetic acid methyl ester), O.[OH-].[Li+] (lithium hydroxide monohydrate). Run in C1CCOC1 (THF), O (water), O (water). Run at time 8 hour. The product is FC1=C(OC(C(=O)O)C2=CC=C(C=C2)S(=O)(=O)C2CCOCC2)C=CC(=C1)F ((2,4-difluoro-phenoxy)-[4-(tetrahydro-pyran-4-sulfonyl)-phenyl]-acetic acid). Isolated yield 82.8%. As a reaction SMILES: C[O:2][C:3](=[O:29])[CH:4]([O:20][C:21]1[CH:26]=[CH:25][C:24]([F:27])=[CH:23][C:22]=1[F:28])[C:5]1[CH:10]=[CH:9][C:8]([S:11]([CH:14]2[CH2:19][CH2:18][O:17][CH2:16][CH2:15]2)(=[O:13])=[O:12])=[CH:7][CH:6]=1.O.[OH-].[Li+]>C1COCC1.O>[F:28][C:22]1[CH:23]=[C:24]([F:27])[CH:25]=[CH:26][C:21]=1[O:20][CH:4]([C:5]1[CH:10]=[CH:9][C:8]([S:11]([CH:14]2[CH2:15][CH2:16][O:17][CH2:18][CH2:19]2)(=[O:13])=[O:12])=[CH:7][CH:6]=1)[C:3]([OH:29])=[O:2] |f:1.2.3|. Procedure details: To a solution of (2,4-difluoro-phenoxy)-[4-(tetrahydro-pyran-4-sulfonyl)-phenyl]-acetic acid methyl ester (0.35 g, 0.82 mmol) in THF (3 ml), was added lithium hydroxide monohydrate (0.035 g, 2.05 mmol) in 1 ml water and stirred overnight at room temperature. Solvent was removed under reduced pressure, residue obtained was taken into water (5 ml), extracted with diethyl ether (10 ml×2). Aqueous layer was acidified with 1 N HCl solution, and extracted with ethyl acetate (10 ml×3), washed with wate... The reactants are CCOC(=O)c1c(Cl)c2ccc(C)nc2n(C)c1=O, CN1CCNCC1, CCO, Cl, [Na+], [Na+], O=C([O-])[O-]. Product: CCOC(=O)c1c(N2CCN(C)CC2)c2ccc(C)nc2n(C)c1=O. RXN SMILES: [CH2:1]([CH3:2])[O:3][C:4](=[O:5])[c:6]1[c:7](=[O:19])[n:8]([CH3:18])[c:9]2[n:10][c:11]([CH3:17])[cH:12][cH:13][c:14]2[c:15]1[Cl:16].[CH3:20][N:21]1[CH2:22][CH2:23][NH:24][CH2:25][CH2:26]1.[CH3:34][CH2:35][OH:36].[ClH:33].[Na+:27].[Na+:28].[O-:29][C:30](=[O:31])[O-:32]>>[CH2:1]([CH3:2])[O:3][C:4](=[O:5])[c:6]1[c:7](=[O:19])[n:8]([CH3:18])[c:9]2[n:10][c:11]([CH3:17])[cH:12][cH:13][c:14]2[c:15]1[N:24]1[CH2:23][CH2:22][N:21]([CH3:20])[CH2:26][CH2:25]1. Reaction conditions: time 16 hour. Starting materials: Cl (hydrochloric acid), ice, N(=[N+]=[N-])[C@@H]1CCOC2=C(C=C(C=C12)Br)Br (4(R)-azido-6,8-dibromo-chroman), CP(C)C (trimethylphosphine). Yields the product Cl.BrC=1C=C2[C@@H](CCOC2=C(C1)Br)N (6,8-Dibromo-chroman-4(R)-ylamine hydrochloride). RXN SMILES: [N:1]([C@H:4]1[C:13]2[C:8](=[C:9]([Br:15])[CH:10]=[C:11]([Br:14])[CH:12]=2)[O:7][CH2:6][CH2:5]1)=[N+]=[N-].CP(C)C.[ClH:20]>O1CCCC1.C(#N)C>[ClH:20].[Br:14][C:11]1[CH:12]=[C:13]2[C:8](=[C:9]([Br:15])[CH:10]=1)[O:7][CH2:6][CH2:5][C@H:4]2[NH2:1] |f:5.6|. Run in O1CCCC1 (tetrahydrofuran), C(C)#N (acetonitrile). Procedure details: To an ice cooled solution of 4(R)-azido-6,8-dibromo-chroman in tetrahydrofuran (0.16M) was added 1.2 equivalents of trimethylphosphine. The mixture was warmed to room temperature and maintained for 16 h. Concentration of the mixture gave the crude amine. This was dissolved in acetonitrile (0.20M) and 2 equivalents of hydrochloric acid added. The mixture was stirred for 16 h and the solids filtered, washed with acetonitrile and dried to afford the title compound as an off-white solid. Starting materials: P12(=S)SP3(=S)SP(=S)(S1)SP(=S)(S2)S3 (Phosphorus pentasulphide), NC=1C=CC2=C(C(NC3=C(S2)C=CC=C3)=O)C1 (2-Amino-10,11-dihydrodibenzo[b,f][1,4]thiazepin-11-one), O (water). Solvent: C1(=CC=CC=C1)C (toluene). Product: NC=1C=CC2=C(C(NC3=C(S2)C=CC=C3)=S)C1 (2-Amino-10,11-dihydrodibenzo[b,f][1,4]thiazepin-11-thione). RXN SMILES: [NH2:1][C:2]1[CH:3]=[CH:4][C:5]2[S:11][C:10]3[CH:12]=[CH:13][CH:14]=[CH:15][C:9]=3[NH:8][C:7](=O)[C:6]=2[CH:17]=1.P12(SP3(SP(SP(S3)(S1)=S)(=S)S2)=S)=[S:19].O>C1(C)C=CC=CC=1>[NH2:1][C:2]1[CH:3]=[CH:4][C:5]2[S:11][C:10]3[CH:12]=[CH:13][CH:14]=[CH:15][C:9]=3[NH:8][C:7](=[S:19])[C:6]=2[CH:17]=1. Procedure: 2-Amino-10,11-dihydrodibenzo[b,f][1,4]thiazepin-11-one (0.12 g was dissolved in toluene (20 ml). Phosphorus pentasulphide (0.11 g) was added to the solution and the whole was stirred under reflux for 16 hours and then cooled. Addition of water (40 ml) and separation of the phases gave, after evaporation of the dried organic layer, a yellow solid which was purified by column chromatography on silica gel and recrystallisation from ethanol to give the product as yellow needles (0.22 g, m/s. M- =258... Product: CC(C=O)C1CCC2C3C=CC4=CC(=O)C=CC4(C)C3CCC12C. Reaction SMILES: [C:48]([O:49][CH2:50][CH3:51])(=[O:52])[CH3:53].[CH3:1][C:2]1([CH3:3])[CH2:6][O:7][CH:5]([CH:8]([CH3:9])[CH:10]2[CH2:11][CH2:12][CH:13]3[CH:14]4[CH:15]=[CH:16][C:17]5=[CH:18][C:19](=[O:29])[CH:20]=[CH:21][C:22]5([CH3:23])[CH:24]4[CH2:25][CH2:26][C:27]23[CH3:28])[O:4][CH2:30]1.[CH3:42][CH2:43][CH2:44][CH2:45][CH2:46][CH3:47].[CH3:54][C:55](=[O:56])[CH3:57].[c:31]1([CH3:32])[cH:33][cH:34][c:35]([S:36]([OH:37])(=[O:38])=[O:39])[cH:40][cH:41]1>>[O:4]=[CH:5][CH:8]([CH3:9])[CH:10]1[CH2:11][CH2:12][CH:13]2[CH:14]3[CH:15]=[CH:16][C:17]4=[CH:18][C:19](=[O:29])[CH:20]=[CH:21][C:22]4([CH3:23])[CH:24]3[CH2:25][CH2:26][C:27]12[CH3:28]. Reactants: CCOC(C)=O, CC(C1OCC(C)(C)CO1)C1CCC2C3C=CC4=CC(=O)C=CC4(C)C3CCC12C, CCCCCC, CC(C)=O, Cc1ccc(S(=O)(=O)O)cc1. Starting materials: C(C)[S-].[Na+] (sodium ethanethiolate), COC=1C=C2C=NC=NC2=CC1 (6-methoxyquinazoline). Run in CN(C)C=O (DMF), O (water). Conditions: temperature 70 celsius. Yields the product C(C)SCCCOC1=C(C=C2C=NC=NC2=C1)OC (7-(3-(ethylthio)propoxy)6-methoxyquinazoline). The yield is 108.4%. RXN SMILES: [CH2:1]([S-:3])[CH3:2].[Na+].[CH3:5][O:6][C:7]1[CH:8]=[C:9]2[C:14](=[CH:15][CH:16]=1)[N:13]=[CH:12][N:11]=[CH:10]2>CN(C=O)C.O>[CH2:1]([S:3][CH2:15][CH2:16][CH2:7][O:6][C:16]1[CH:15]=[C:14]2[C:9]([CH:10]=[N:11][CH:12]=[N:13]2)=[CH:8][C:7]=1[O:6][CH3:5])[CH3:2] |f:0.1|. Procedure: A mixture of sodium ethanethiolate (120 mg, 1.5 mmol) and 4-(4-chloro-2-fluoroanilino)-73chloropropoxy)6-methoxyquinazoline (227 mg, 0.57 mmol) in DMF (10 ml) was stirred and heated at 70° C. for 3 hours. The reaction mixture was allowed to cool, was diluted with water and extracted with ethyl acetate (3×75 ml). The extracts were combined, washed with water (×2), and then brine, and dried (MgSO4). The solvent was removed by evaporation and the residue was recrystallised from ethyl acetate/hexane... The reactants are CCO, Cl, [Pd], O=C(CCc1cccnc1)NCCCCC1CCN(C(c2ccccc2)c2ccccc2)CC1. The product is O=C(CCc1cccnc1)NCCCCC1CCNCC1. Reaction SMILES: [CH3:36][CH2:37][OH:38].[ClH:35].[Pd:39].[c:1]1([CH:2]([c:3]2[cH:4][cH:5][cH:6][cH:7][cH:29]2)[N:8]2[CH2:9][CH2:10][CH:11]([CH2:14][CH2:15][CH2:16][CH2:17][NH:18][C:19]([CH2:20][CH2:21][c:22]3[cH:23][n:24][cH:25][cH:26][cH:27]3)=[O:28])[CH2:12][CH2:13]2)[cH:30][cH:31][cH:32][cH:33][cH:34]1>>[NH:8]1[CH2:9][CH2:10][CH:11]([CH2:14][CH2:15][CH2:16][CH2:17][NH:18][C:19]([CH2:20][CH2:21][c:22]2[cH:23][n:24][cH:25][cH:26][cH:27]2)=[O:28])[CH2:12][CH2:13]1.